Dataset: the Open Reaction Database (ORD), a public repository of structured organic reaction records. Task: describe an organic reaction: reactants, conditions, products, and yield The reactants are Cl (HCl), N1=C2C(=NO1)C=C(C=C2)CCN2CCC(CC2)=O (1-[2-(Benzofurazan-5-yl)ethyl]-4-piperidinone), C(C)(=O)C=1C=C(C=CC1O)NC(C)=O (N-(3-acetyl-4-hydroxyphenyl)-acetamide), N1CCCC1 (pyrrolidine). Solvent: C(C)O (Ethanol), CO (methanol). The product is NC=1C=CC2=C(C(CC3(CCN(CC3)CCC=3C=CC=4C(=NON4)C3)O2)=O)C1 (6-Amino-3,4-dihydro-1'-[2-(benzofurazan-5-yl)ethyl]-spiro[(2H)-1-benzopyran-2,4'-piperidine]-4-one). Isolated yield 77.3%. As a reaction SMILES: [N:1]1[O:5][N:4]=[C:3]2[CH:6]=[C:7]([CH2:10][CH2:11][N:12]3[CH2:17][CH2:16][C:15](=[O:18])[CH2:14][CH2:13]3)[CH:8]=[CH:9][C:2]=12.[C:19]([C:22]1[CH:23]=[C:24]([NH:29]C(=O)C)[CH:25]=[CH:26][C:27]=1O)(=[O:21])[CH3:20].N1CCCC1.Cl>CO.C(O)C>[NH2:29][C:24]1[CH:25]=[CH:26][C:27]2[O:18][C:15]3([CH2:16][CH2:17][N:12]([CH2:11][CH2:10][C:7]4[CH:8]=[CH:9][C:2]5[C:3]([CH:6]=4)=[N:4][O:5][N:1]=5)[CH2:13][CH2:14]3)[CH2:20][C:19](=[O:21])[C:22]=2[CH:23]=1. Procedure details: 1-[2-(Benzofurazan-5-yl)ethyl]-4-piperidinone (0.98 g, 4 mmol), N-(3-acetyl-4-hydroxyphenyl)-acetamide (0.77 g, 4 mmol) and pyrrolidine (0.33 ml, 0.28 g, 4 mmol) in methanol (20 ml) were heated under reflux for 3 hours, cooled and the solvent was evaporated under reduced pressure. Water (50 ml) and aqueous sodium hydroxide (20%, 10 ml) were added and the mixture was extracted with ethyl acetate (3×50 ml). The combined organic fractions were dried (Na2SO4) and evaporated under reduced pressure to... Reactants: COC1=CC2=C(C(C(N(CC2)CCCCl)=O)=O)C=C1OC (3-(7,8-dimethoxy-1,3,4,5-tetrahydro-2H-3-benzazepin-1,2-dion-3-yl)-propyl chloride), COC=1C=C(C=CC1OC)NCCN (2-(3,4-dimethoxyphenylamino)-ethylamine). Yields the product COC1=CC2=C(C(C(N(CC2)CCCNCCNC2=CC(=C(C=C2)OC)OC)=O)=O)C=C1OC (N-[3-(7,8-Dimethoxy-1,3,4,5-tetrahydro-2H-3-benzazepin-1,2-dion-3-yl)-propyl]-2-(3,4-dimethoxyphenylamino)-ethylamine). RXN SMILES: [CH3:1][O:2][C:3]1[C:19]([O:20][CH3:21])=[CH:18][C:6]2[C:7](=[O:17])[C:8](=[O:16])[N:9]([CH2:12][CH2:13][CH2:14]Cl)[CH2:10][CH2:11][C:5]=2[CH:4]=1.[CH3:22][O:23][C:24]1[CH:25]=[C:26]([NH:32][CH2:33][CH2:34][NH2:35])[CH:27]=[CH:28][C:29]=1[O:30][CH3:31]>>[CH3:1][O:2][C:3]1[C:19]([O:20][CH3:21])=[CH:18][C:6]2[C:7](=[O:17])[C:8](=[O:16])[N:9]([CH2:12][CH2:13][CH2:14][NH:35][CH2:34][CH2:33][NH:32][C:26]3[CH:27]=[CH:28][C:29]([O:30][CH3:31])=[C:24]([O:23][CH3:22])[CH:25]=3)[CH2:10][CH2:11][C:5]=2[CH:4]=1. Procedure details: The title compound is prepared from 3-(7,8-dimethoxy-1,3,4,5-tetrahydro-2H-3-benzazepin-1,2-dion-3-yl)-propyl chloride and 2-(3,4-dimethoxyphenylamino)-ethylamine analogously to Example 6. Reactants: FC1=C(N)C(=CC=C1)F (2,6-difluoroaniline), C(C(C)O)O (1,2-propanediol), ClS(=O)(=O)C1=NN2C(=NC=C(C2=N1)F)OC (2-chlorosulfonyl-8-fluoro-5-methoxy[1,2,4]triazolo[1,5-c]pyrimidine). Solvent: ClCCl (dichloromethane). Conditions: temperature 35 celsius, time 3.5 hour. Product: FC1=C(C(=CC=C1)F)NS(=O)(=O)C1=NN2C(=NC=C(C2=N1)F)OC (N-(2,6-Difluorophenyl)-8-fluoro-5-methoxy[1,2,4]triazolo[1,5-c]pyrimidine-2-sulfonamide). Reaction SMILES: [F:1][C:2]1[CH:8]=[CH:7][CH:6]=[C:5]([F:9])[C:3]=1[NH2:4].C(O)C(O)C.Cl[S:16]([C:19]1[N:27]=[C:26]2[N:21]([C:22]([O:29][CH3:30])=[N:23][CH:24]=[C:25]2[F:28])[N:20]=1)(=[O:18])=[O:17]>ClCCl>[F:1][C:2]1[CH:8]=[CH:7][CH:6]=[C:5]([F:9])[C:3]=1[NH:4][S:16]([C:19]1[N:27]=[C:26]2[N:21]([C:22]([O:29][CH3:30])=[N:23][CH:24]=[C:25]2[F:28])[N:20]=1)(=[O:17])=[O:18]. Procedure details: A jacketed 250 mL (milliliter) round bottom flask equipped with a stirrer, condenser, and nitrogen inlet and outlet was loaded with 49.1 g (grams), 0.38 mol (mole) of 2,6-difluoroaniline and 25 g of 1,2-propanediol. The mixture was warmed to 35° C. by heating the jacket fluid and a solution of 30.3 g of 93 percent purity (0.10 mol) of 2-chlorosulfonyl-8-fluoro-5-methoxy[1,2,4]triazolo[1,5-c]pyrimidine in 30.2 g of dichloromethane was added portionwise with stirring under a nitrogen blanket over ... The reactants are CCN=C=NCCCN(C)C, ClCCl, CNC, Cl, Cl, Cc1cc(C(=O)O)ncc1C(Sc1ccc(C(F)(F)F)nc1)c1cc(F)ccc1F, On1nnc2ccccc21. Product: Cc1cc(C(=O)N(C)C)ncc1C(Sc1ccc(C(F)(F)F)nc1)c1cc(F)ccc1F. As a reaction SMILES: [CH2:46]([N:47]=[C:48]=[N:49][CH2:50][CH2:51][CH2:52][N:53]([CH3:54])[CH3:55])[CH3:56].[CH2:57]([Cl:58])[Cl:59].[CH3:32][NH:33][CH3:34].[ClH:31].[ClH:45].[F:1][c:2]1[c:3]([CH:9]([c:10]2[c:11]([CH3:19])[cH:12][c:13]([C:16](=[O:17])[OH:18])[n:14][cH:15]2)[S:20][c:21]2[cH:22][n:23][c:24]([C:27]([F:28])([F:29])[F:30])[cH:25][cH:26]2)[cH:4][c:5]([F:8])[cH:6][cH:7]1.[OH:35][n:36]1[c:37]2[cH:38][cH:39][cH:40][cH:41][c:42]2[n:43][n:44]1>>[F:1][c:2]1[c:3]([CH:9]([c:10]2[c:11]([CH3:19])[cH:12][c:13]([C:16](=[O:18])[N:33]([CH3:32])[CH3:34])[n:14][cH:15]2)[S:20][c:21]2[cH:22][n:23][c:24]([C:27]([F:28])([F:29])[F:30])[cH:25][cH:26]2)[cH:4][c:5]([F:8])[cH:6][cH:7]1. The reactants are [Cl-].[NH4+] (ammonium chloride), [OH-].[NH4+] (ammonium hydroxide), C(C)(C)(C)OC(=O)N1CCN(CC1)C=1C(=CC2=C(N(C(=N2)CC(=O)OCC)C2CC2)C1)F (Ethyl 6-[4-(tert-butoxycarbonyl)-1-piperazinyl]-1-cyclopropyl-5-fluoro-2-benzimidazoleacetate). The solvent is C(C)O (ethanol). Run at time 18 hour. Yields the product C(N)(=O)CC1=NC2=C(N1C1CC1)C=C(C(=C2)F)N2CCN(CC2)C(=O)OC(C)(C)C (tert-butyl 4-[2-(carbamoylmethyl)-1-cyclopropyl-5-fluoro-6-benzimidazolyl]-1-piperazinecarboxylate). Isolated yield 53.2%. Reaction SMILES: [C:1]([O:5][C:6]([N:8]1[CH2:13][CH2:12][N:11]([C:14]2[C:15]([F:32])=[CH:16][C:17]3[N:21]=[C:20]([CH2:22][C:23]([O:25]CC)=O)[N:19]([CH:28]4[CH2:30][CH2:29]4)[C:18]=3[CH:31]=2)[CH2:10][CH2:9]1)=[O:7])([CH3:4])([CH3:3])[CH3:2].[Cl-].[NH4+:34].[OH-].[NH4+]>C(O)C>[C:23]([CH2:22][C:20]1[N:19]([CH:28]2[CH2:30][CH2:29]2)[C:18]2[CH:31]=[C:14]([N:11]3[CH2:10][CH2:9][N:8]([C:6]([O:5][C:1]([CH3:2])([CH3:4])[CH3:3])=[O:7])[CH2:13][CH2:12]3)[C:15]([F:32])=[CH:16][C:17]=2[N:21]=1)(=[O:25])[NH2:34] |f:1.2,3.4|. Reported procedure: Ethyl 6-[4-(tert-butoxycarbonyl)-1-piperazinyl]-1-cyclopropyl-5-fluoro-2-benzimidazoleacetate (4.5 g, 10 mmol) is dissolved in ethanol (100 ml) and treated with ammonium chloride (5.35 g, 100 mmol) and 25 percent ammonium hydroxide solution (50 ml). The suspension obtained is stirred at 50° for 18 hours and thereafter evaporated under reduced pressure. The residue is suspended in ethyl acetate (150 ml) and the insoluble ammonium chloride is filtered off. The filtrate is concentrated to a volume ... Reaction conditions: time 18 hour. Reactants: OC=1C(=C(C=CC1)O)O (Trihydroxybenzene), C(C#C)Br (propargyl bromide), C1CCOC1 (THF), C([O-])([O-])=O.[K+].[K+] (potassium carbonate), C1COCCOCCOCCOCCOCCO1 (18-crown-6-ether). Yield: 72.0%. Reaction SMILES: [OH:1][C:2]1[C:3](O)=[C:4]([OH:8])[CH:5]=[CH:6][CH:7]=1.[CH2:10](Br)[C:11]#[CH:12].[C:14](=[O:17])([O-])[O-].[K+].[K+].[CH2:20]1OCCOCCOCCOCCOCCO[CH2:21]1.[CH2:38]1[CH2:42]OC[CH2:39]1>>[CH2:10]([O:8][C:4]1[CH:5]=[C:6]([O:17][CH2:14][C:20]#[CH:21])[CH:7]=[C:2]([O:1][CH2:39][C:38]#[CH:42])[CH:3]=1)[C:11]#[CH:12] |f:2.3.4|. Product: C(C#C)OC1=CC(=CC(=C1)OCC#C)OCC#C (1,3,5-Tris-prop-2-ynyloxy-benzene). Reported procedure: Trihydroxybenzene (0.5 g 3.08 mmol) and propargyl bromide (4 ml, 12 mmol) were dissolved in 10 mL THF, dry potassium carbonate (3.75 g, 12 mmol) and catalytic amount 18-crown-6-ether was added. The reaction mixture was stirred at room temperature for 18 h. The solvent was evaporated and the mixture was dissolved in DCM, washed with brine. Concentration afforded crude product which was further purified by silica gel chromatography (1:2 ethyl acetate:hexane), giving compounds 17 0.54 g (72%). TLC ... Starting materials: [Cl-].FC1=C(C=CC(=C1)F)[C@@](C[NH+]1N=CN(C1)COC(=O)OCCCOCC1=CC=CC=C1)([C@@H](C)N1C(N(CC1)C1=CC=C(C=C1)N1N=NN=C1)=O)O (1-[(2R,3R)-2-(2,4-difluorophenyl)-2-hydroxy-3-[2-oxo-3-[4-(1H-tetrazol-1-yl)phenyl]-1-imidazolidinyl]butyl]-4-[(3-benzyloxypropoxy)carbonyloxymethyl]-1H-1,2,4-triazolium chloride), [Cl-].FC1=C(C=CC(=C1)F)[C@@](C[NH+]1N=CN(C1)COC(=O)OCCCOCC1=CC=CC=C1)([C@@H](C)N1C(N(CC1)C1=CC=C(C=C1)N1N=NN=C1)=O)O (1-[(2R,3R)-2-(2,4-difluorophenyl)-2-hydroxy-3-[2-oxo-3-[4-(1H-tetrazol-1-yl)phenyl]-1-imidazolidinyl]butyl]-4-[(3-benzyloxypropoxy)carbonyloxymethyl]-1H-1,2,4-triazolium chloride), Cl (hydrochloric acid). The reagents and catalysts are [C].[Pd] (palladium-carbon). The solvent is CO (methanol). Conditions: time 1.5 hour. Product: [Cl-].FC1=C(C=CC(=C1)F)[C@@](C[NH+]1N=CN(C1)COC(=O)OCCCO)([C@@H](C)N1C(N(CC1)C1=CC=C(C=C1)N1N=NN=C1)=O)O (1-[(2R,3R)-2-(2,4-difluorophenyl)-2-hydroxy-3-[2-oxo-3-[4-(1H-tetrazol-1-yl)phenyl]-1-imidazolidinyl]butyl]-4-[(3-hydroxypropoxy)carbonyloxymethyl]-1H-1,2,4-triazolium chloride). Yield: 32.8%. RXN SMILES: [Cl-:1].[F:2][C:3]1[CH:8]=[C:7]([F:9])[CH:6]=[CH:5][C:4]=1[C@:10]([OH:52])([C@H:33]([N:35]1[CH2:39][CH2:38][N:37]([C:40]2[CH:45]=[CH:44][C:43]([N:46]3[CH:50]=[N:49][N:48]=[N:47]3)=[CH:42][CH:41]=2)[C:36]1=[O:51])[CH3:34])[CH2:11][NH+:12]1[CH2:16][N:15]([CH2:17][O:18][C:19]([O:21][CH2:22][CH2:23][CH2:24][O:25]CC2C=CC=CC=2)=[O:20])[CH:14]=[N:13]1.Cl>CO.[C].[Pd]>[Cl-:1].[F:2][C:3]1[CH:8]=[C:7]([F:9])[CH:6]=[CH:5][C:4]=1[C@:10]([OH:52])([C@H:33]([N:35]1[CH2:39][CH2:38][N:37]([C:40]2[CH:41]=[CH:42][C:43]([N:46]3[CH:50]=[N:49][N:48]=[N:47]3)=[CH:44][CH:45]=2)[C:36]1=[O:51])[CH3:34])[CH2:11][NH+:12]1[CH2:16][N:15]([CH2:17][O:18][C:19]([O:21][CH2:22][CH2:23][CH2:24][OH:25])=[O:20])[CH:14]=[N:13]1 |f:0.1,4.5,6.7|. Procedure details: 1-[(2R,3R)-2-(2,4-Difluorophenyl)-2-hydroxy-3-[2-oxo-3-[4-(1H-tetrazol-1-yl)phenyl]-1-imidazolidinyl]butyl]-4-[(3-benzyloxypropoxy)carbonyloxymethyl]-1H-1,2,4-triazolium chloride(Compound 25, 0.66 g) was dissolved in methanol (25 ml), and to the solution were added 1N-hydrochloric acid (0.89 ml) and 10% palladium-carbon (50% wet, 0.33 g). The mixture was stirred for 1.5 hours at room temperature under a hydrogen atmosphere. The catalyst was filtered off, and the filtrate was concentrated under r... The reactants are C1CCOC1, CC#CCOc1ccc(S(=O)(=O)N(C)C(C)C(=O)OC)cc1, CO, Cl, [Li+], [OH-], O. Product: CC#CCOc1ccc(S(=O)(=O)N(C)C(C)C(=O)O)cc1. Reaction SMILES: [CH2:27]1[O:28][CH2:29][CH2:30][CH2:31]1.[CH3:1][O:2][C:3]([CH:4]([CH3:5])[N:6]([CH3:7])[S:8](=[O:9])(=[O:10])[c:11]1[cH:12][cH:13][c:14]([O:17][CH2:18][C:19]#[C:20][CH3:21])[cH:15][cH:16]1)=[O:22].[CH3:32][OH:33].[ClH:26].[Li+:25].[OH-:24].[OH2:23]>>[O:2]=[C:3]([CH:4]([CH3:5])[N:6]([CH3:7])[S:8](=[O:9])(=[O:10])[c:11]1[cH:12][cH:13][c:14]([O:17][CH2:18][C:19]#[C:20][CH3:21])[cH:15][cH:16]1)[OH:22]. Starting materials: BrC1=C(C=O)C=CC=C1O (2-Bromo-3-hydroxy-benzaldehyde), BrCC1CC1 ((bromomethyl)cyclopropane), C(=O)([O-])[O-].[K+].[K+] (K2CO3). Run in CN(C)C=O (DMF), O (water). Product: BrC=1C=CC=C(C=O)C1OCC1CC1 (5-Bromo-6-cyclopropylmethoxy-benzaldehyde). Reaction SMILES: [Br:1][C:2]1[C:9]([OH:10])=[CH:8][CH:7]=[CH:6][C:3]=1C=O.Br[CH2:12][CH:13]1[CH2:15][CH2:14]1.[C:16]([O-:19])([O-])=O.[K+].[K+]>CN(C=O)C.O>[Br:1][C:2]1[CH:3]=[CH:6][CH:7]=[C:8]([C:16]=1[O:19][CH2:12][CH:13]1[CH2:15][CH2:14]1)[CH:9]=[O:10] |f:2.3.4|. Reported procedure: 300 mg (1.49 mmol) 2-Bromo-3-hydroxy-benzaldehyde, 302 mg (2.24 mmol) (bromomethyl)cyclopropane and 412 mg (2.99 mmol) K2CO3 in 3 mL DMF are stirred at 80° C. over night. Afterwards the reaction mixture is diluted with water and extracted with EtOAc. The organic layer is separated and dried over Na2SO4, filtered and the solvent is removed in vacuo.